From a dataset of the Open Reaction Database (ORD), a public repository of structured organic reaction records. describe an organic reaction: reactants, conditions, products, and yield As a reaction SMILES: [C:17](#[N:18])[BH3-:19].[C:1](=[O:2])([O:3][C:4]([CH3:5])([CH3:6])[CH3:7])[N:8]1[CH2:9][CH2:10][C:11](=[O:14])[CH2:12][CH2:13]1.[CH3:15][NH2:16].[CH3:21][OH:22].[Cl:23][CH2:24][Cl:25].[Na+:20]>>[C:1](=[O:2])([O:3][C:4]([CH3:5])([CH3:6])[CH3:7])[N:8]1[CH2:9][CH2:10][CH:11]([NH:18][CH3:17])[CH2:12][CH2:13]1. The product is CNC1CCN(C(=O)OC(C)(C)C)CC1. Reactants: [BH3-]C#N, CC(C)(C)OC(=O)N1CCC(=O)CC1, CN, CO, ClCCl, [Na+].